From a dataset of the Open Reaction Database (ORD), a public repository of structured organic reaction records. describe an organic reaction: reactants, conditions, products, and yield Reactants: FC1=CC=C(C=O)C=C1 (4-fluorobenzaldehyde), [Cl-].FC(C1=CC=C(C[P+](C2=CC=CC=C2)(C2=CC=CC=C2)C2=CC=CC=C2)C=C1)(F)F ((4-trifluromethylbenzyl)triphenylphosphonium chloride), [OH-].[Na+] (sodium hydroxide). The solvent is C(Cl)Cl (methylene chloride). Run at time 2 hour. The product is FC1=CC=C(C=C1)C=CC1=CC=C(C=C1)C(F)(F)F (4-fluoro-4'-trifluoromethylstilbene). The yield is 64.7%. RXN SMILES: [F:1][C:2]1[CH:9]=[CH:8][C:5]([CH:6]=O)=[CH:4][CH:3]=1.[Cl-].[F:11][C:12]([F:40])([F:39])[C:13]1[CH:38]=[CH:37][C:16]([CH2:17][P+](C2C=CC=CC=2)(C2C=CC=CC=2)C2C=CC=CC=2)=[CH:15][CH:14]=1.[OH-].[Na+]>C(Cl)Cl>[F:1][C:2]1[CH:9]=[CH:8][C:5]([CH:6]=[CH:17][C:16]2[CH:15]=[CH:14][C:13]([C:12]([F:11])([F:39])[F:40])=[CH:38][CH:37]=2)=[CH:4][CH:3]=1 |f:1.2,3.4|. Procedure: 8.9 g of (72 mmol) of 4-fluorobenzaldehyde and 32 g (72 mmol) of (4-trifluromethylbenzyl)triphenylphosphonium chloride were dissolved in 300 ml of methylene chloride. While vigorously stirring the solution, 280 ml (0.84 mol) of 3N sodium hydroxide was dropwise added at room temperature. After completion of the dropwise addition, the mixture was stirred at room temperature for 2 hours. After completion of the reaction, the mixture was subjected to liquid separation. The organic layer was washed t... Starting materials: O=C([O-])[O-], Cc1oc(-c2ccccc2)nc1COc1cccc(CCl)c1, [K+], [K+], O, O=C1c2ccccc2C(=O)N1O. Product: Cc1oc(-c2ccccc2)nc1COc1cccc(CON2C(=O)c3ccccc3C2=O)c1. Reaction SMILES: [C:35](=[O:36])([O-:37])[O-:38].[Cl:1][CH2:2][c:3]1[cH:4][c:5]([O:6][CH2:7][c:8]2[n:9][c:10](-[c:14]3[cH:15][cH:16][cH:17][cH:18][cH:19]3)[o:11][c:12]2[CH3:13])[cH:20][cH:21][cH:22]1.[K+:39].[K+:40].[OH2:41].[OH:23][N:24]1[C:25](=[O:34])[c:26]2[c:27]([cH:30][cH:31][cH:32][cH:33]2)[C:28]1=[O:29]>>[CH2:2]([c:3]1[cH:4][c:5]([O:6][CH2:7][c:8]2[n:9][c:10](-[c:14]3[cH:15][cH:16][cH:17][cH:18][cH:19]3)[o:11][c:12]2[CH3:13])[cH:20][cH:21][cH:22]1)[O:23][N:24]1[C:25](=[O:34])[c:26]2[c:27]([cH:30][cH:31][cH:32][cH:33]2)[C:28]1=[O:29]. The reactants are CC1=CC(=CC(=N1)OS(=O)(=O)C(F)(F)F)C1=CC=C(C=C1)C(F)(F)F (trifluoro-methanesulfonic acid 6-methyl-4-(4-trifluoromethyl-phenyl)-pyridin-2-yl ester), C(#N)C=1C=C(C=CC1)B(O)O (3-cyanophenylboronic acid). Product: CC1=CC(=CC(=N1)C=1C=C(C#N)C=CC1)C1=CC=C(C=C1)C(F)(F)F (3-[6-Methyl-4-(4-trifluoromethyl-phenyl)-pyridin-2-yl]-benzonitrile), solid. Yield: 68.0%. RXN SMILES: [CH3:1][C:2]1[N:7]=[C:6](OS(C(F)(F)F)(=O)=O)[CH:5]=[C:4]([C:16]2[CH:21]=[CH:20][C:19]([C:22]([F:25])([F:24])[F:23])=[CH:18][CH:17]=2)[CH:3]=1.[C:26]([C:28]1[CH:29]=[C:30](B(O)O)[CH:31]=[CH:32][CH:33]=1)#[N:27]>>[CH3:1][C:2]1[N:7]=[C:6]([C:32]2[CH:33]=[C:28]([CH:29]=[CH:30][CH:31]=2)[C:26]#[N:27])[CH:5]=[C:4]([C:16]2[CH:21]=[CH:20][C:19]([C:22]([F:25])([F:24])[F:23])=[CH:18][CH:17]=2)[CH:3]=1. Reported procedure: The title compound was prepared trifluoro-methanesulfonic acid 6-methyl-4-(4-trifluoromethyl-phenyl)-pyridin-2-yl ester (example A.32) (5.00 g, 13 mmol) and commercially available 3-cyanophenylboronic acid (1.67 g, 14.3 mmol) according to the general procedure VI. Obtained as a white solid (3.00 g, 68%). MS (ISP) 339.1 [(M+H)+]; mp 140° C. The reactants are ClC1=C2C(=NC=N1)N(N=C2)C2=C(C=CC=C2)Cl (4-chloro-1-(2-chlorophenyl)-1H-pyrazolo[3,4-d]pyrimidine), [Li+].C[Si](C)(C)[N-][Si](C)(C)C (LHMDS), OC(C(=O)NC1=NC=C(C=C1)C)C(C)C (racemic 2-hydroxy-3-methyl-N-(5-methylpyridin-2-yl)butanamide). Run in C1CCOC1 (THF), CCOC(=O)C (EtOAc), C1CCOC1 (THF), C1CCOC1 (THF). Conditions: time 10 minute. The product is ClC1=C(C=CC=C1)N1N=CC=2C1=NC=NC2OC(C(=O)NC2=NC=C(C=C2)C)C(C)C (2-(1-(2-chlorophenyl)-1H-pyrazolo[3,4-d]pyrimidin-4-yloxy)-3-methyl-N-(5-methylpyridin-2-yl)butanamide). Isolated yield 73.2%. Reaction SMILES: [Li+].C[Si]([N-][Si](C)(C)C)(C)C.[OH:11][CH:12]([CH:23]([CH3:25])[CH3:24])[C:13]([NH:15][C:16]1[CH:21]=[CH:20][C:19]([CH3:22])=[CH:18][N:17]=1)=[O:14].Cl[C:27]1[N:32]=[CH:31][N:30]=[C:29]2[N:33]([C:36]3[CH:41]=[CH:40][CH:39]=[CH:38][C:37]=3[Cl:42])[N:34]=[CH:35][C:28]=12>C1COCC1.CCOC(C)=O>[Cl:42][C:37]1[CH:38]=[CH:39][CH:40]=[CH:41][C:36]=1[N:33]1[C:29]2=[N:30][CH:31]=[N:32][C:27]([O:11][CH:12]([CH:23]([CH3:25])[CH3:24])[C:13]([NH:15][C:16]3[CH:21]=[CH:20][C:19]([CH3:22])=[CH:18][N:17]=3)=[O:14])=[C:28]2[CH:35]=[N:34]1 |f:0.1|. Reported procedure: A solution of LHMDS (0.999 mL, 1.00 mmol) in anhydrous THF (15 mL) was added dropwise to a stirred solution of racemic 2-hydroxy-3-methyl-N-(5-methylpyridin-2-yl)butanamide C1 (208 mg, 1.00 mmol) in anhydrous THF (15 mL) over a period of 3 minutes under nitrogen. The resulting suspension was stirred at ambient temperature for 10 minutes, then a solution of 4-chloro-1-(2-chlorophenyl)-1H-pyrazolo[3,4-d]pyrimidine B1 (265 mg, 1.00 mmol) in anhydrous THF (3 mL) was added dropwise over 1 minute and ... As a reaction SMILES: [Br:23][CH2:24][CH2:25][CH2:26][CH3:27].[C:17](=[O:18])([O-:19])[O-:20].[CH3:28][S:29]([CH3:30])=[O:31].[I:1][c:2]1[cH:3][c:4]([C:13](=[O:14])[O:15][CH3:16])[cH:5][c:6]2[c:11]1[O:10][CH2:9][C:8](=[O:12])[NH:7]2.[K+:21].[K+:22].[OH2:32]>>[I:1][c:2]1[cH:3][c:4]([C:13](=[O:14])[O:15][CH3:16])[cH:5][c:6]2[c:11]1[O:10][CH2:9][C:8](=[O:12])[N:7]2[CH2:24][CH2:25][CH2:26][CH3:27]. Yields the product CCCCN1C(=O)COc2c(I)cc(C(=O)OC)cc21. The reactants are CCCCBr, O=C([O-])[O-], CS(C)=O, COC(=O)c1cc(I)c2c(c1)NC(=O)CO2, [K+], [K+], O. The product is Cn1cc2ccnc(-c3ccc(Cl)cc3Cl)c2n1. RXN SMILES: [CH2:25]1[O:26][CH2:27][CH2:28][CH2:29]1.[CH3:18][O:19][S:20]([O:21][CH3:22])(=[O:23])=[O:24].[Cl:1][c:2]1[c:3](-[c:9]2[n:10][cH:11][cH:12][c:13]3[c:14]2[nH:15][n:16][cH:17]3)[cH:4][cH:5][c:6]([Cl:8])[cH:7]1>>[Cl:1][c:2]1[c:3](-[c:9]2[n:10][cH:11][cH:12][c:13]3[c:14]2[n:15][n:16]([CH3:18])[cH:17]3)[cH:4][cH:5][c:6]([Cl:8])[cH:7]1. The reactants are C1CCOC1, COS(=O)(=O)OC, Clc1ccc(-c2nccc3cn[nH]c23)c(Cl)c1. Starting materials: NC=1SC=C(N1)C(C(=O)NC1[C@@H]2N(C(=C(CS2)\C=C\Cl)C(=O)OC(C2=CC=CC=C2)C2=CC=CC=C2)C1=O)=NO (benzhydryl 7-[2-(2-aminothiazol-4-yl)-2-hydroxyiminoacetamido]-3-[(E)-2-chlorovinyl]-3-cephem-4-carboxylate), B(F)(F)F.CCOCC (boron trifluoride etherate). The solvent is aqueous solution, C([O-])([O-])=O.[K+].[K+] (potassium carbonate), C(C)(=O)O (acetic acid), C1(=CC=CC=C1)OC (anisole). Run at temperature 5 celsius, time 30 minute. Yields the product ON=C(C(=O)NC1[C@@H]2N(C(=C(CS2)\C=C\Cl)C(=O)O)C1=O)C=1N=C(SC1)N (7-[2-hydroxyimino-2-(2-aminothiazol-4-yl)acetamido]-3-[(E)-2-chlorovinyl]-3-cephem-4-carboxylic acid). The yield is 147.0%. RXN SMILES: [NH2:1][C:2]1[S:3][CH:4]=[C:5]([C:7](=[N:39][OH:40])[C:8]([NH:10][CH:11]2[C:37](=[O:38])[N:13]3[C:14]([C:21]([O:23]C(C4C=CC=CC=4)C4C=CC=CC=4)=[O:22])=[C:15](/[CH:18]=[CH:19]/[Cl:20])[CH2:16][S:17][C@H:12]23)=[O:9])[N:6]=1.B(F)(F)F.CCOCC>C(O)(=O)C.C1(OC)C=CC=CC=1.C(=O)([O-])[O-].[K+].[K+]>[OH:40][N:39]=[C:7]([C:5]1[N:6]=[C:2]([NH2:1])[S:3][CH:4]=1)[C:8]([NH:10][CH:11]1[C:37](=[O:38])[N:13]2[C:14]([C:21]([OH:23])=[O:22])=[C:15](/[CH:18]=[CH:19]/[Cl:20])[CH2:16][S:17][C@H:12]12)=[O:9] |f:1.2,5.6.7|. Reported procedure: To a solution of benzhydryl 7-[2-(2-aminothiazol-4-yl)-2-hydroxyiminoacetamido]-3-[(E)-2-chlorovinyl]-3-cephem-4-carboxylate (syn isomer) (2.5 g) in a mixture of acetic acid (2.5 ml) and anisole (9.6 ml) was dropwise added boron trifluoride etherate (2.5 ml) at 3° C. and the mixture was stirred for 30 minutes at the same temperature for 30 minutes. The reaction mixture was dissolved in 20% aqueous solution of potassium carbonate, washed with ethyl acetate, concentrated to remove the organic solv... Conditions: time 10 hour. Procedure: A mixture of trans-2,7-diazabicyclo[4.4.0]decane (1.4 g, 10 mmoles), 37% aqueous formaldehyde solution (0.6 ml, 8 mmoles) and 0.5 g of palladium on charcoal (10%) was hydrogenated for 10 hours at 60° C. under a pressure of 3 to 4 bar. Hydrogenation under the conditions given above was continued after adding a further 0.3 ml of the 37% aqueous formaldehyde solution, the reaction mixture was then concentrated and digested with petrolether. The petrolether solution was concentrated under reduced pr... The product is CN1[C@@H]2CCCN[C@H]2CCC1 (trans-2-Methyl-2,7-diazabicyclo[4.4.0]decane). Reagents/catalysts: [Pd] (palladium on charcoal). RXN SMILES: [C@@H:1]12[CH2:10][CH2:9][CH2:8][NH:7][C@H:6]1[CH2:5][CH2:4][CH2:3][NH:2]2.[CH2:11]=O>[Pd]>[CH3:11][N:2]1[CH2:3][CH2:4][CH2:5][C@H:6]2[C@H:1]1[CH2:10][CH2:9][CH2:8][NH:7]2. The reactants are [C@@H]12NCCC[C@@H]2NCCC1 (trans-2,7-diazabicyclo[4.4.0]decane), C=O (formaldehyde), C=O (formaldehyde). Starting materials: C(C)(C)N (Isopropylamine), O1CC1(C)C (1,2-epoxy-2-methylpropane). Yields the product C(C)(C)NCC(O)(C)C (N-isopropyl-N-(2,2-dimethyl-2-hydroxyethyl)amine). As a reaction SMILES: [CH:1]([NH2:4])([CH3:3])[CH3:2].[O:5]1[C:7]([CH3:9])([CH3:8])[CH2:6]1>>[CH:1]([NH:4][CH2:6][C:7]([CH3:9])([CH3:8])[OH:5])([CH3:3])[CH3:2]. Procedure: Isopropylamine was reacted with 1,2-epoxy-2-methylpropane according to Method B5b to give N-isopropyl-N-(2,2-dimethyl-2-hydroxyethyl)amine. N-Isopropyl-N-(2,2-dimethyl-2-hydroxyethyl)amine was reacted with SOCl2 followed by 2-methyl-4-nitrophenyl isothiocyanate according to Method C2f to afford 2-(2-methyl-4-nitrophenylimino)-3-isopropyl-5,5-dimethyl-1,3-thiazolidine.